Dataset: the Open Reaction Database (ORD), a public repository of structured organic reaction records. Task: describe an organic reaction: reactants, conditions, products, and yield Yields the product O=[N+]([O-])C=Cc1[nH]c2ccccc2c1Cc1ccccc1. RXN SMILES: [CH2:1]([c:2]1[cH:3][cH:4][cH:5][cH:6][cH:7]1)[c:8]1[c:9]([CH:17]=[O:18])[nH:10][c:11]2[cH:12][cH:13][cH:14][cH:15][c:16]12.[CH3:20][C:21](=[O:22])[O-:23].[CH3:28][OH:29].[N+:24](=[O:25])([O-:26])[CH3:27].[NH4+:19]>>[CH2:1]([c:2]1[cH:3][cH:4][cH:5][cH:6][cH:7]1)[c:8]1[c:9]([CH:17]=[CH:27][N+:24](=[O:25])[O-:26])[nH:10][c:11]2[cH:12][cH:13][cH:14][cH:15][c:16]12. Reactants: O=Cc1[nH]c2ccccc2c1Cc1ccccc1, CC(=O)[O-], CO, C[N+](=O)[O-], [NH4+]. Starting materials: C(C=C)OC=1C=C(OC2=CC=C(CNC3=C(C(=CC=C3)[N+](=O)[O-])C)C=C2)C=CC1 (N-{4-[3-(allyloxy)phenoxy]benzyl}-N-(2-methyl-3-nitrophenyl)amine), FC1=C(CBr)C=CC(=C1)F (2,4-difluorobenzyl bromide). The product is C(C=C)OC=1C=C(OC2=CC=C(CN(C3=C(C(=CC=C3)[N+](=O)[O-])C)CC3=C(C=C(C=C3)F)F)C=C2)C=CC1 (N-{4-[3-(allyloxy)phenoxy]benzyl}-N-(2,4-difluorobenzyl)-N-(2-methyl-3-nitrophenyl)amine). RXN SMILES: [CH2:1]([O:4][C:5]1[CH:6]=[C:7]([CH:27]=[CH:28][CH:29]=1)[O:8][C:9]1[CH:26]=[CH:25][C:12]([CH2:13][NH:14][C:15]2[CH:20]=[CH:19][CH:18]=[C:17]([N+:21]([O-:23])=[O:22])[C:16]=2[CH3:24])=[CH:11][CH:10]=1)[CH:2]=[CH2:3].[F:30][C:31]1[CH:38]=[C:37]([F:39])[CH:36]=[CH:35][C:32]=1[CH2:33]Br>>[CH2:1]([O:4][C:5]1[CH:6]=[C:7]([CH:27]=[CH:28][CH:29]=1)[O:8][C:9]1[CH:10]=[CH:11][C:12]([CH2:13][N:14]([CH2:33][C:32]2[CH:35]=[CH:36][C:37]([F:39])=[CH:38][C:31]=2[F:30])[C:15]2[CH:20]=[CH:19][CH:18]=[C:17]([N+:21]([O-:23])=[O:22])[C:16]=2[CH3:24])=[CH:25][CH:26]=1)[CH:2]=[CH2:3]. Procedure details: The product from Example 61D and 2,4-difluorobenzyl bromide were processed as described in Example 6B to provide the title compound. Reactants: C(C1=CC=CC=C1)OC1=CC(N(N=C1)CC(=O)C1=C(C=C(C=C1)CBr)C)=O (5-Benzyloxy-2-[2-(4-bromomethyl-2-methyl-phenyl)-2-oxo-ethyl]-2H-pyridazin-3-one), Cl.O[C@H]1CNCCC1 ((R)-3-hydroxypiperidine hydrochloride), C(C)N(C(C)C)C(C)C (N-ethyldiisopropylamine). Solvent: CN(C)C=O (DMF). Conditions: time 8 hour. Product: C(C1=CC=CC=C1)OC1=CC(N(N=C1)CC(=O)C1=C(C=C(C=C1)CN1C[C@@H](CCC1)O)C)=O ((R)-5-Benzyloxy-2-{2-[4-(3-hydroxy-piperidin-1-ylmethyl)-2-methyl-phenyl]-2-oxo-ethyl}-2H-pyridazin-3-one). Reaction SMILES: [CH2:1]([O:8][C:9]1[CH:14]=[N:13][N:12]([CH2:15][C:16]([C:18]2[CH:23]=[CH:22][C:21]([CH2:24]Br)=[CH:20][C:19]=2[CH3:26])=[O:17])[C:11](=[O:27])[CH:10]=1)[C:2]1[CH:7]=[CH:6][CH:5]=[CH:4][CH:3]=1.Cl.[OH:29][C@@H:30]1[CH2:35][CH2:34][CH2:33][NH:32][CH2:31]1.C(N(C(C)C)C(C)C)C>CN(C=O)C>[CH2:1]([O:8][C:9]1[CH:14]=[N:13][N:12]([CH2:15][C:16]([C:18]2[CH:23]=[CH:22][C:21]([CH2:24][N:32]3[CH2:33][CH2:34][CH2:35][C@@H:30]([OH:29])[CH2:31]3)=[CH:20][C:19]=2[CH3:26])=[O:17])[C:11](=[O:27])[CH:10]=1)[C:2]1[CH:7]=[CH:6][CH:5]=[CH:4][CH:3]=1 |f:1.2|. Procedure details: To a solution of 5-benzyloxy-2-[2-(4-bromomethyl-2-methyl-phenyl)-2-oxo-ethyl]-2H-pyridazin-3-one (preparation 5b, 100 mg, 0.23 mmol) in DMF (2 mL) is added (R)-3-hydroxypiperidine hydrochloride (96 mg, 0.70 mmol) and N-ethyldiisopropylamine (362 μL, 2.1 mmol). The reaction mixture is stirred overnight at room temperature. The mixture is purified via reverse phase HPLC chromatography (Waters Xbridge C18 5 μm, gradient 5%→90% acetonitrile in water+0.3% NH4OH, 120 mL/min). Yields the product CCCCc1ncc(C=C(Cc2cccs2)C(N)=O)n1Cc1ccccc1Cl. RXN SMILES: [CH2:1]([CH2:2][CH2:3][CH3:4])[c:5]1[n:6]([CH2:21][c:22]2[c:23]([Cl:28])[cH:24][cH:25][cH:26][cH:27]2)[c:7]([CH:10]=[C:11]([C:12](=[O:13])[OH:14])[CH2:15][c:16]2[s:17][cH:18][cH:19][cH:20]2)[cH:8][n:9]1.[NH4+:33].[OH-:34].[S:29]([Cl:30])([Cl:31])=[O:32]>>[CH2:1]([CH2:2][CH2:3][CH3:4])[c:5]1[n:6]([CH2:21][c:22]2[c:23]([Cl:28])[cH:24][cH:25][cH:26][cH:27]2)[c:7]([CH:10]=[C:11]([C:12](=[O:14])[NH2:33])[CH2:15][c:16]2[s:17][cH:18][cH:19][cH:20]2)[cH:8][n:9]1. Starting materials: CCCCc1ncc(C=C(Cc2cccs2)C(=O)O)n1Cc1ccccc1Cl, [NH4+], [OH-], O=S(Cl)Cl. The reactants are CCN=C=NCCCN(C)C (EDCI), NC=1C=C(C=CC1)C1=CC=C2C=CN(C2=C1)C1=CC(=NC=N1)N (6-(6-(3-Aminophenyl)-1H-indol-1-yl)pyrimidin-4-amine), ClC1=C(C=C(C(=O)O)C=C1)C(F)(F)F (4-chloro-3-(trifluoromethyl)benzoic acid), C=1C=CC2=C(C1)N=NN2O (HOBt), C([O-])(O)=O.[Na+] (sodium bicarbonate). Run in C1CCOC1 (THF), C(C)(=O)OCC (ethyl acetate), O (water). Run at time 15 hour. Product: NC1=CC(=NC=N1)N1C=CC2=CC=C(C=C12)C=1C=C(C=CC1)NC(C1=CC(=C(C=C1)Cl)C(F)(F)F)=O (N-(3-(1-(6-aminopyrimidin-4-yl)-1H-indol-6-yl)phenyl)-4-chloro-3-(trifluoromethyl)benzamide). As a reaction SMILES: [NH2:1][C:2]1[CH:3]=[C:4]([C:8]2[CH:16]=[C:15]3[C:11]([CH:12]=[CH:13][N:14]3[C:17]3[N:22]=[CH:21][N:20]=[C:19]([NH2:23])[CH:18]=3)=[CH:10][CH:9]=2)[CH:5]=[CH:6][CH:7]=1.[Cl:24][C:25]1[CH:33]=[CH:32][C:28]([C:29](O)=[O:30])=[CH:27][C:26]=1[C:34]([F:37])([F:36])[F:35].C1C=CC2N(O)N=NC=2C=1.CCN=C=NCCCN(C)C.C(=O)(O)[O-].[Na+]>C1COCC1.C(OCC)(=O)C.O>[NH2:23][C:19]1[N:20]=[CH:21][N:22]=[C:17]([N:14]2[C:15]3[C:11](=[CH:10][CH:9]=[C:8]([C:4]4[CH:3]=[C:2]([NH:1][C:29](=[O:30])[C:28]5[CH:32]=[CH:33][C:25]([Cl:24])=[C:26]([C:34]([F:37])([F:35])[F:36])[CH:27]=5)[CH:7]=[CH:6][CH:5]=4)[CH:16]=3)[CH:12]=[CH:13]2)[CH:18]=1 |f:4.5|. Procedure details: 6-(6-(3-Aminophenyl)-1H-indol-1-yl)pyrimidin-4-amine (15 mg, 0.050 mmol), 4-chloro-3-(trifluoromethyl)benzoic acid (16.8 mg, 0.075 mmol) and HOBt (6.8 mg, 0.050 mmol) were dissolved in THF (1 mL). At room temperature, EDCI (28.8 mg, 0.15 mmol) was added. The reaction solution was stirred at room temperature for 15 hours and the reaction mixture was added to saturated sodium bicarbonate aqueous solution. After adding water and ethyl acetate, the aqueous layer was extracted with ethyl acetate. The... The reactants are BrC1=CC(=C(NC)C=C1)[N+](=O)[O-] (4-bromo-N-methyl-2-nitroaniline), N1=CC=CC=C1 (pyridine), C(C1=CC=CC=C1)(=O)Cl (benzoyl chloride). Run in C(C)(=O)OCC (ethyl acetate). Conditions: temperature 90 celsius. Product: BrC1=CC(=C(N(C(C2=CC=CC=C2)=O)C)C=C1)[N+](=O)[O-] (4′-bromo-N-methyl-2′-nitro-benzanilide). Yield: 97.7%. Reaction SMILES: [Br:1][C:2]1[CH:9]=[CH:8][C:5]([NH:6][CH3:7])=[C:4]([N+:10]([O-:12])=[O:11])[CH:3]=1.N1C=CC=CC=1.[C:19](Cl)(=[O:26])[C:20]1[CH:25]=[CH:24][CH:23]=[CH:22][CH:21]=1>C(OCC)(=O)C>[Br:1][C:2]1[CH:9]=[CH:8][C:5]([N:6]([CH3:7])[C:19](=[O:26])[C:20]2[CH:25]=[CH:24][CH:23]=[CH:22][CH:21]=2)=[C:4]([N+:10]([O-:12])=[O:11])[CH:3]=1. Procedure: 6.8 g (29 mmol) of 4-bromo-N-methyl-2-nitroaniline were dissolved into 20 mL of pyridine. Furthermore, 5.0 g (35 mmol) of benzoyl chloride were added, and the whole was stirred under heating at 90° C. for 7 hours in an argon atmosphere. After the completion of the reaction, 200 mL of ethyl acetate were added, and the whole was washed with 10-mass % hydrochloric acid, 10-mass % K2CO3, and a saturated sodium chloride solution, and dried with magnesium sulfate. After filtration, the solvent was dis... Reactants: C(C1=CC=CC=C1)OC=1C=C2C(=C(N(C2=CC1)C(=O)C1=CC=C(C=C1)OCCN1CCCCC1)C1=CC=C(C=C1)OCC1=CC=CC=C1)C ([5-benzyloxy-2-(4-benzyloxy-phenyl)-3-methyl-indol-1-yl]-[4-(2-piperidin-1-yl-ethoxy)-phenyl]-methanone), C(C)O (ethanol), C1=CC=CCC1 (cyclohexadiene), benzyloxy. The reagents and catalysts are [Pd] (Pd/C). Solvent: C1CCOC1 (THF). Conditions: time 8 hour. The product is OC=1C=C2C(=C(N(C2=CC1)C(=O)C1=CC=C(C=C1)OCCN1CCCCC1)C1=CC=C(C=C1)O)C ([5-Hydroxy-2-(4-hydroxy-phenyl)-3-methyl-indol-1-yl][4-(2-piperidin-1-yl-ethoxy)-phenyl]-methanone). Isolated yield 53.1%. RXN SMILES: C([O:8][C:9]1[CH:10]=[C:11]2[C:15](=[CH:16][CH:17]=1)[N:14]([C:18]([C:20]1[CH:25]=[CH:24][C:23]([O:26][CH2:27][CH2:28][N:29]3[CH2:34][CH2:33][CH2:32][CH2:31][CH2:30]3)=[CH:22][CH:21]=1)=[O:19])[C:13]([C:35]1[CH:40]=[CH:39][C:38]([O:41]CC3C=CC=CC=3)=[CH:37][CH:36]=1)=[C:12]2[CH3:49])C1C=CC=CC=1.C(O)C.C1CCC=CC=1>C1COCC1.[Pd]>[OH:8][C:9]1[CH:10]=[C:11]2[C:15](=[CH:16][CH:17]=1)[N:14]([C:18]([C:20]1[CH:21]=[CH:22][C:23]([O:26][CH2:27][CH2:28][N:29]3[CH2:30][CH2:31][CH2:32][CH2:33][CH2:34]3)=[CH:24][CH:25]=1)=[O:19])[C:13]([C:35]1[CH:36]=[CH:37][C:38]([OH:41])=[CH:39][CH:40]=1)=[C:12]2[CH3:49]. Procedure: To a solution of 0.78 g (0.00120 mol) of [5-benzyloxy-2-(4-benzyloxy-phenyl)-3-methyl-indol-1-yl]-[4-(2-piperidin-1-yl-ethoxy)-phenyl]-methanone (described above) in 5 mL of dry THF, and 5 mL of punctilious ethanol, under N2, was added 1.4 mL (0.0120 mol) of cyclohexadiene and 0.39 g (one-half the mass of the benzyloxy starting material) of 10% Pd/C, and stirred at room temperature overnight. The reaction mixture was filtered and evaporated to dryness in a rotary evaporator. 100 mL of ethyl acet...